From a dataset of the Open Reaction Database (ORD), a public repository of structured organic reaction records. describe an organic reaction: reactants, conditions, products, and yield Starting materials: O=[O+][O-] (ozone), CSC (dimethylsulfide), C=C1C(N(C1)C1=CC=CC=C1)=O (methylene-1-phenyl-azetidine-2-one), O=O (oxygen). Run in C(C)(=O)OCC (ethyl acetate), O (water). Reaction conditions: temperature -70 celsius, time 1.5 hour. The product is C1(=CC=CC=C1)N1C(C(C1)=O)=O (1-Phenyl-Azetidine-2,3-Dione). As a reaction SMILES: C=[C:2]1[CH2:5][N:4]([C:6]2[CH:11]=[CH:10][CH:9]=[CH:8][CH:7]=2)[C:3]1=[O:12].[O:13]=[O+][O-].O=O.CSC>C(OCC)(=O)C.O>[C:6]1([N:4]2[CH2:5][C:2](=[O:13])[C:3]2=[O:12])[CH:11]=[CH:10][CH:9]=[CH:8][CH:7]=1. Procedure details: 800 mg (5 mmol) methylene-1-phenyl-azetidine-2-one were dissolved in 50 ml of ethyl acetate and cooled to -70° C. For 15 min ozone was passed through the solution and then oxygen for 1 hour. Then 0.5 ml dimethylsulfide were added, and the solution was stirred for 1.5 hour at -70° C. The temperature was raised to 0° C., and 25 ml of water were added. After 5 min the organic phase was separated and extracted with each of 50 ml of sodium thiosulfate solution and 50 ml of ferrous sulfate solution an... Starting materials: C(C)(=O)NC1=CC=CC=C1 (acetanilide), ClS(=O)(=O)O (chlorosulfonic acid). The solvent is N1=CC=CC=C1 (pyridine). Yields the product C(C)(=O)NC1=CC=C(C=C1)S(=O)(=O)Cl (4-acetylaminophenylsulfonyl-chloride), C(CCCCCCCCCCC)N (dodecylamine). As a reaction SMILES: [C:1]([NH:4][C:5]1[CH:10]=[CH:9][CH:8]=[CH:7][CH:6]=1)(=[O:3])[CH3:2].[Cl:11][S:12](O)(=[O:14])=[O:13]>N1C=CC=CC=1>[C:1]([NH:4][C:5]1[CH:10]=[CH:9][C:8]([S:12]([Cl:11])(=[O:14])=[O:13])=[CH:7][CH:6]=1)(=[O:3])[CH3:2].[CH2:5]([NH2:4])[CH2:10][CH2:9][CH2:8][CH2:7][CH2:6][CH2:9][CH2:10][CH2:5][CH2:6][CH2:7][CH3:8]. Procedure details: Twenty grams of 4-acetylaminophenylsulfonyl-chloride obtained from acetanilide and chlorosulfonic acid and 6.5 g of dodecylamine and 8.1 g of pyridine were added to 100 ml of acetonitrile, and the mixture was refluxed with heating for 3.5 hours. The solvent was distilled off under reduced pressure. 100 ml of ethyl acetate were added to this, and the organic phase was washed with a 5% potassium carbonate solution and a 1% hydrochloric acid solution, and then washed with water. After dehydration o...